This data is from the Open Reaction Database (ORD), a public repository of structured organic reaction records. The task is: describe an organic reaction: reactants, conditions, products, and yield The reactants are ClC1=NC(=CC=C1I)Cl (2,6-dichloro-3-iodopyridine), CC1(OB(OC1(C)C)/C=C/C(=O)OCC)C ((E)-ethyl 3-(4,4,5,5-tetramethyl-1,3,2-dioxaborolan-2-yl)acrylate), C(=O)([O-])[O-].[K+].[K+] (K2CO3). Reagents/catalysts: CC(C)(C)P(C1=CC=C[CH-]1)C(C)(C)C.CC(C)(C)P(C1=CC=C[CH-]1)C(C)(C)C.[Cl-].[Cl-].[Fe+2].[Pd+2] (Dichloro[1,1′-bis(di-tert-butylphosphino)ferrocene]palladium (II)). Run in C1CCOC1 (THF). Reaction conditions: time 2 hour. Yields the product ClC1=NC(=CC=C1/C=C/C(=O)OCC)Cl ((E)-ethyl 3-(2,6-dichloropyridin-3-yl)acrylate). RXN SMILES: [Cl:1][C:2]1[C:7](I)=[CH:6][CH:5]=[C:4]([Cl:9])[N:3]=1.CC1(C)C(C)(C)OB(/[CH:18]=[CH:19]/[C:20]([O:22][CH2:23][CH3:24])=[O:21])O1.C([O-])([O-])=O.[K+].[K+]>C1COCC1.CC(P(C(C)(C)C)C1[CH-]C=CC=1)(C)C.CC(P(C(C)(C)C)C1[CH-]C=CC=1)(C)C.[Cl-].[Cl-].[Fe+2].[Pd+2]>[Cl:1][C:2]1[C:7](/[CH:18]=[CH:19]/[C:20]([O:22][CH2:23][CH3:24])=[O:21])=[CH:6][CH:5]=[C:4]([Cl:9])[N:3]=1 |f:2.3.4,6.7.8.9.10.11|. Reported procedure: To a solution of 2,6-dichloro-3-iodopyridine (3.0 g, 10.95 mmol), (E)-ethyl 3-(4,4,5,5-tetramethyl-1,3,2-dioxaborolan-2-yl)acrylate (2.476 g, 10.95 mmol), and Dichloro[1,1′-bis(di-tert-butylphosphino)ferrocene]palladium (II) (0.357 g, 0.548 mmol) in THF (81 mL) was added 1M (aq) K2CO3 (54.8 mL, 54.8 mmol). A steady stream of N2 was bubbled through the resultant mixture for 5 minutes. Stirring was continued at ambient temperature for 2 h then the mixture was diluted with EtOAc and the organic lay... Reactants: FC1=CC=C(C=C1)C(C1CCN(CC1)CCCN)NC1=CC=C(C=C1)F (4-[(4-Fluorophenyl)[(4-fluorophenyl)amino]methyl]-1-piperidinepropanamine), CN=C=O (methyl isocyanate). Product: FC1=CC=C(C=C1)C(C1CCN(CC1)CCCNC(=O)NC)NC1=CC=C(C=C1)F (N-[3-[4-[(4-Fluorophenyl)[(4-fluorophenyl)amino]methyl]-1-piperidinyl]propyl]-N'-methylurea). As a reaction SMILES: [F:1][C:2]1[CH:7]=[CH:6][C:5]([CH:8]([NH:19][C:20]2[CH:25]=[CH:24][C:23]([F:26])=[CH:22][CH:21]=2)[CH:9]2[CH2:14][CH2:13][N:12]([CH2:15][CH2:16][CH2:17][NH2:18])[CH2:11][CH2:10]2)=[CH:4][CH:3]=1.[CH3:27][N:28]=[C:29]=[O:30]>>[F:1][C:2]1[CH:3]=[CH:4][C:5]([CH:8]([NH:19][C:20]2[CH:21]=[CH:22][C:23]([F:26])=[CH:24][CH:25]=2)[CH:9]2[CH2:14][CH2:13][N:12]([CH2:15][CH2:16][CH2:17][NH:18][C:29]([NH:28][CH3:27])=[O:30])[CH2:11][CH2:10]2)=[CH:6][CH:7]=1. Reported procedure: The compound of Example 59 is reacted with methyl isocyanate in an aprotic solvent to obtain the title compound. The reactants are C1(CC1)C(CCC)NC1=NC=CC(=C1[N+](=O)[O-])C1=C(C=C(C=C1)Cl)Cl ((1-Cyclopropyl-butyl)-[4-(2,4-dichloro-phenyl)-3-nitro-pyridin-2-yl]-amine), [O-]S(=O)S(=O)[O-].[Na+].[Na+] (Na2S2O4). The product is C1(CC1)C(CCC)NC1=NC=CC(=C1N)C1=C(C=C(C=C1)Cl)Cl (N2-(1-cyclopropyl-butyl)-4-(2,4-dichloro-phenyl)-pyridine-2,3-diamine). The yield is 72.2%. As a reaction SMILES: [CH:1]1([CH:4]([NH:8][C:9]2[C:14]([N+:15]([O-])=O)=[C:13]([C:18]3[CH:23]=[CH:22][C:21]([Cl:24])=[CH:20][C:19]=3[Cl:25])[CH:12]=[CH:11][N:10]=2)[CH2:5][CH2:6][CH3:7])[CH2:3][CH2:2]1.[O-]S(S([O-])=O)=O.[Na+].[Na+]>>[CH:1]1([CH:4]([NH:8][C:9]2[C:14]([NH2:15])=[C:13]([C:18]3[CH:23]=[CH:22][C:21]([Cl:24])=[CH:20][C:19]=3[Cl:25])[CH:12]=[CH:11][N:10]=2)[CH2:5][CH2:6][CH3:7])[CH2:3][CH2:2]1 |f:1.2.3|. Procedure: (1-Cyclopropyl-butyl)-[4-(2,4-dichloro-phenyl)-3-nitro-pyridin-2-yl]-amine (0.66 g, 1.74 mmol) and Na2S2O4 (2.45 g, 14.0 mmol) were treated substantially as described in Part E of Example 9 to yield 0.44 g (72%) of N2-(1-cyclopropyl-butyl)-4-(2,4-dichloro-phenyl)-pyridine-2,3-diamine: MS (AP) m/z 350.3 [(M+H)+, 100]. Reactants: OC(CON)CN(CC)CC (O-(2-hydroxy-3-diethylamino-propyl)-hydroxylamine), C(C)(C)(C)N=C=O (tert-butyl isocyanate). The solvent is C(Cl)(Cl)Cl (chloroform). Reaction conditions: time 15 hour. Product: C(C)(C)(C)NC(=O)NOCC(CN(CC)CC)O (N-tert-butyl-N'-(2-hydroxy-3-diethylamino-propoxy)-urea). RXN SMILES: [OH:1][CH:2]([CH2:6][N:7]([CH2:10][CH3:11])[CH2:8][CH3:9])[CH2:3][O:4][NH2:5].[C:12]([N:16]=[C:17]=[O:18])([CH3:15])([CH3:14])[CH3:13]>C(Cl)(Cl)Cl>[C:12]([NH:16][C:17]([NH:5][O:4][CH2:3][CH:2]([OH:1])[CH2:6][N:7]([CH2:10][CH3:11])[CH2:8][CH3:9])=[O:18])([CH3:15])([CH3:14])[CH3:13]. Procedure: O-(2-hydroxy-3-diethylamino-propyl)-hydroxylamine was dissolved in 40 ml abs chloroform and 3,08 ml (0,027 mol) tert-butyl isocyanate was added thereto dropwise. The mixture was stirred at room temperature for 15 hours and evaporated. The product thus obtained was purified by column chromatography. The material thus obtained is in oily form which crystallizes when storing in refrigerator. The crystals were filtered after trituration with petroleum ether. Yield: 1,44 g (20%). Mp.: 58-61° C. Starting materials: ClCCl, COc1cccc2c1OC1CCCC3CN(C)CCC231, [K+], N#CBr, [OH-], OCCO. Product: COc1cccc2c1OC1CCCC3CNCCC231. As a reaction SMILES: [CH2:26]([Cl:27])[Cl:28].[CH3:1][O:2][c:3]1[cH:4][cH:5][cH:6][c:7]2[c:8]1[O:9][CH:10]1[C:11]23[CH2:12][CH2:13][N:14]([CH3:20])[CH2:15][CH:16]3[CH2:17][CH2:18][CH2:19]1.[K+:25].[N:21]#[C:22][Br:23].[OH-:24].[OH:29][CH2:30][CH2:31][OH:32]>>[CH3:1][O:2][c:3]1[cH:4][cH:5][cH:6][c:7]2[c:8]1[O:9][CH:10]1[C:11]23[CH2:12][CH2:13][NH:14][CH2:15][CH:16]3[CH2:17][CH2:18][CH2:19]1. Reactants: COC(C=CC1=CC=C2C(=CNC2=C1)S(=O)(=O)C1=CC=CC=C1)=O (3-(3-Benzenesulfonyl-1H-indol-6-yl)-acrylic acid methyl ester), [OH-].[Li+] (lithium hydroxide), Cl (HCl). Solvent: CO (MeOH), O (water), O (water). Product: C1(=CC=CC=C1)S(=O)(=O)C1=CNC2=CC(=CC=C12)C=CC(=O)O (3-(3-Benzenesulfonyl-1H-indol-6-yl)-acrylic acid). The yield is 58.2%. As a reaction SMILES: C[O:2][C:3](=[O:24])[CH:4]=[CH:5][C:6]1[CH:14]=[C:13]2[C:9]([C:10]([S:15]([C:18]3[CH:23]=[CH:22][CH:21]=[CH:20][CH:19]=3)(=[O:17])=[O:16])=[CH:11][NH:12]2)=[CH:8][CH:7]=1.[OH-].[Li+].Cl>CO.O>[C:18]1([S:15]([C:10]2[C:9]3[C:13](=[CH:14][C:6]([CH:5]=[CH:4][C:3]([OH:24])=[O:2])=[CH:7][CH:8]=3)[NH:12][CH:11]=2)(=[O:17])=[O:16])[CH:19]=[CH:20][CH:21]=[CH:22][CH:23]=1 |f:1.2|. Procedure: To a solution of 23 (0.36 g, 1.05 mmol) in MeOH (10 mL) and water (2 ml), lithium hydroxide (0.05 g, 2.11 mmol) was added. The reaction mixture was refluxed for 6 h and was then concentrated under reduced pressure to provide a residue. The residue was dissolved in water. 3N HCl was added up to acidic pH and the mixture was extracted with EtOAc (20 mL×3). The combined organic layer was dried over anhydrous MgSO4 and concentrated under reduced pressure to give a brown residue, which was recrystall...